From a dataset of the Open Reaction Database (ORD), a public repository of structured organic reaction records. describe an organic reaction: reactants, conditions, products, and yield Starting materials: CC(C)(C)c1ccc(C(=NO)C2CC2)cc1, CN(C)C=O, Cc1ccccc1, Cc1c(CCl)cccc1-c1ccccc1, [H-], [Na+]. Product: Cc1c(CON=C(c2ccc(C(C)(C)C)cc2)C2CC2)cccc1-c1ccccc1. Reaction SMILES: [C:1]([CH3:2])([CH3:3])([CH3:4])[c:5]1[cH:6][cH:7][c:8]([C:11](=[N:12][OH:13])[CH:14]2[CH2:15][CH2:16]2)[cH:9][cH:10]1.[CH3:34][N:35]([CH3:36])[CH:37]=[O:38].[CH3:39][c:40]1[cH:41][cH:42][cH:43][cH:44][cH:45]1.[Cl:19][CH2:20][c:21]1[c:22]([CH3:33])[c:23](-[c:27]2[cH:28][cH:29][cH:30][cH:31][cH:32]2)[cH:24][cH:25][cH:26]1.[H-:17].[Na+:18]>>[C:1]([CH3:2])([CH3:3])([CH3:4])[c:5]1[cH:6][cH:7][c:8]([C:11](=[N:12][O:13][CH2:20][c:21]2[c:22]([CH3:33])[c:23](-[c:27]3[cH:28][cH:29][cH:30][cH:31][cH:32]3)[cH:24][cH:25][cH:26]2)[CH:14]2[CH2:15][CH2:16]2)[cH:9][cH:10]1. The reactants are C12C(C(C(CC1)C2)=O)=O (bicyclo[2.2.1]heptane-2,3-dione), COP(OC)(=O)CC(=O)C=1C=NN(C1C(F)(F)F)C(C)(C)C ([2-(1-tert-Butyl-5-trifluoromethyl-1H-pyrazol-4-yl)-2-oxo-ethyl]-phosphonic acid dimethyl ester), O.NN (hydrazine monohydrate). The product is C(C)(C)(C)N1N=CC(=C1C(F)(F)F)C1=NN=C2C3CCC(C2=C1)C3 ((1SR,8RS)-5-(1-tert-Butyl-5-trifluoromethyl-1H-pyrazol-4-yl)-3,4-diaza-tricyclo[6.2.1.02,7]undeca-2,4,6-triene). As a reaction SMILES: [CH:1]12[CH2:7][CH:4]([CH2:5][CH2:6]1)[C:3](=O)[C:2]2=O.COP([CH2:16][C:17]([C:19]1[CH:20]=[N:21][N:22]([C:28]([CH3:31])([CH3:30])[CH3:29])[C:23]=1[C:24]([F:27])([F:26])[F:25])=O)(=O)OC.O.[NH2:33][NH2:34]>>[C:28]([N:22]1[C:23]([C:24]([F:27])([F:26])[F:25])=[C:19]([C:17]2[CH:16]=[C:3]3[C:2]([CH:1]4[CH2:7][CH:4]3[CH2:5][CH2:6]4)=[N:34][N:33]=2)[CH:20]=[N:21]1)([CH3:31])([CH3:30])[CH3:29] |f:2.3|. Procedure details: light yellow crystalline solid. MS (ESI): 336.9 (MH+). Prepared from bicyclo[2.2.1]heptane-2,3-dione, [2-(1-tert-Butyl-5-trifluoromethyl-1H-pyrazol-4-yl)-2-oxo-ethyl]-phosphonic acid dimethyl ester, hydrazine monohydrate.